This data is from the Open Reaction Database (ORD), a public repository of structured organic reaction records. The task is: describe an organic reaction: reactants, conditions, products, and yield Reactants: C(C)(=O)OCC (ethyl acetate), CS(=O)(=O)N (methanesulfonamide), CCCCCC (n-hexane). The product is CS(=O)(=O)N=C(OC1=CC=CC=C1)OC1=CC=CC=C1 (diphenyl methanesulfonylimidocarbonate). Isolated yield 49.0%. Reaction SMILES: [C:1]([O:4][CH2:5][CH3:6])(=[O:3])C.[CH3:7][S:8]([NH2:11])(=[O:10])=[O:9].[CH3:12][CH2:13][CH2:14][CH2:15][CH2:16][CH3:17]>>[CH3:7][S:8]([N:11]=[C:1]([O:4][C:5]1[CH:6]=[CH:15][CH:14]=[CH:13][CH:12]=1)[O:3][C:14]1[CH:13]=[CH:12][CH:17]=[CH:16][CH:15]=1)(=[O:10])=[O:9]. Procedure details: 267 g of diphenyl carbonate and 298 g of phosphorus pentachloride were reacted at 160° C. for 15 hours with distilling off the phosphorus oxychloride generated by the reaction. After the completion of the reaction, phosphorus oxychloride and residual phosphorus pentachloride were removed by distillation under reduced pressure to obtain dichloro-diphenoxymethane. Thereto were added 600 ml of anhydrous ethyl acetate and 148 g of methanesulfonamide, and the mixture was refluxed for 8 hours. After c... Reactants: CSc1sc(-c2ccccn2)c2c1C(=O)CC(C)(C)C2, ClCCl, O=C(OO)c1cccc(Cl)c1. The product is CS(=O)c1sc(-c2ccccn2)c2c1C(=O)CC(C)(C)C2. As a reaction SMILES: [CH3:1][C:2]1([CH3:20])[CH2:3][C:4](=[O:19])[c:5]2[c:6]([c:7](-[c:12]3[n:13][cH:14][cH:15][cH:16][cH:17]3)[s:8][c:9]2[S:10][CH3:11])[CH2:18]1.[Cl:32][CH2:33][Cl:34].[OH:21][O:22][C:23]([c:24]1[cH:25][c:26]([Cl:27])[cH:28][cH:29][cH:30]1)=[O:31]>>[CH3:1][C:2]1([CH3:20])[CH2:3][C:4](=[O:19])[c:5]2[c:6]([c:7](-[c:12]3[n:13][cH:14][cH:15][cH:16][cH:17]3)[s:8][c:9]2[S:10]([CH3:11])=[O:21])[CH2:18]1. Starting materials: C1CCOC1, COC(=O)c1ccc2c(c1)-c1sc(-c3nncn3-c3ccc(F)cc3F)cc1CCO2, CCO, Cl, [Na+], [OH-]. Yields the product O=C(O)c1ccc2c(c1)-c1sc(-c3nncn3-c3ccc(F)cc3F)cc1CCO2. RXN SMILES: [CH2:35]1[O:36][CH2:37][CH2:38][CH2:39]1.[CH3:1][O:2][C:3](=[O:4])[c:5]1[cH:6][cH:7][c:8]2[c:9]([cH:31]1)-[c:10]1[s:11][c:12](-[c:18]3[n:19][n:20][cH:21][n:22]3-[c:23]3[c:24]([F:30])[cH:25][c:26]([F:29])[cH:27][cH:28]3)[cH:13][c:14]1[CH2:15][CH2:16][O:17]2.[CH3:40][CH2:41][OH:42].[ClH:34].[Na+:33].[OH-:32]>>[O:2]=[C:3]([OH:4])[c:5]1[cH:6][cH:7][c:8]2[c:9]([cH:31]1)-[c:10]1[s:11][c:12](-[c:18]3[n:19][n:20][cH:21][n:22]3-[c:23]3[c:24]([F:30])[cH:25][c:26]([F:29])[cH:27][cH:28]3)[cH:13][c:14]1[CH2:15][CH2:16][O:17]2. The reactants are Cl (hydrochloric acid), C1(=CC=CC=C1)C1=NOC(=C1)C1=CC=C(C(=O)OC)C=C1 (methyl 4-(3-phenyl-5-isoxazolyl)benzoate), [OH-].[Na+] (sodium hydroxide), O1CCCC1 (tetrahydrofuran). The solvent is O (water), CO (methanol). Reaction conditions: temperature 60 celsius, time 1 hour. Yields the product C1(=CC=CC=C1)C1=NOC(=C1)C1=CC=C(C(=O)O)C=C1 (4-(3-phenyl-5-isoxazolyl)benzoic acid). Isolated yield 96.6%. Reaction SMILES: [C:1]1([C:7]2[CH:11]=[C:10]([C:12]3[CH:21]=[CH:20][C:15]([C:16]([O:18]C)=[O:17])=[CH:14][CH:13]=3)[O:9][N:8]=2)[CH:6]=[CH:5][CH:4]=[CH:3][CH:2]=1.[OH-].[Na+].O1CCCC1.Cl>O.CO>[C:1]1([C:7]2[CH:11]=[C:10]([C:12]3[CH:13]=[CH:14][C:15]([C:16]([OH:18])=[O:17])=[CH:20][CH:21]=3)[O:9][N:8]=2)[CH:2]=[CH:3][CH:4]=[CH:5][CH:6]=1 |f:1.2|. Reported procedure: A mixture of methyl 4-(3-phenyl-5-isoxazolyl)benzoate (1.70 g), 1 M aqueous sodium hydroxide solution (10 ml), tetrahydrofuran (30 ml) and methanol (30 ml) was stirred at 60° C. for 1 hr. After cooling, the reaction mixture was poured into water, and 1 M hydrochloric acid (10 ml) was added. The crystals were collected by filtration and recrystallized from N,N-dimethylformamide-water to give 4-(3-phenyl-5-isoxazolyl)benzoic acid (1.56 g, yield 97%) as colorless crystals. melting point: >300° C. Starting materials: COC=C(C(=O)OC)c1ccccc1Oc1cccc(CO)c1, CC(C)=O, O=[Cr](=O)(O)O, O. The product is COC=C(C(=O)OC)c1ccccc1Oc1cccc(C(=O)O)c1. As a reaction SMILES: [CH3:1][O:2][CH:3]=[C:4]([C:5](=[O:6])[O:7][CH3:8])[c:9]1[c:10]([O:15][c:16]2[cH:17][c:18]([CH2:22][OH:23])[cH:19][cH:20][cH:21]2)[cH:11][cH:12][cH:13][cH:14]1.[CH3:30][C:31](=[O:32])[CH3:33].[Cr:24](=[O:25])([OH:26])([OH:27])=[O:28].[OH2:29]>>[CH3:1][O:2][CH:3]=[C:4]([C:5](=[O:6])[O:7][CH3:8])[c:9]1[c:10]([O:15][c:16]2[cH:17][c:18]([C:22](=[O:23])[OH:25])[cH:19][cH:20][cH:21]2)[cH:11][cH:12][cH:13][cH:14]1. The reactants are S(=O)(=O)(OC)[O-] (methyl sulphate), NC1=C(NS(=O)(=O)C2=CC=C(C)C=C2)C=CC=C1[N+](=O)[O-] (2-amino-3-nitro-N-tosylaniline), S(=O)(=O)(OC)[O-] (methyl sulphate). Solvent: [OH-].[Na+] (sodium hydroxide), [OH-].[Na+] (sodium hydroxide). The product is NC1=C(N(S(=O)(=O)C2=CC=C(C)C=C2)C)C=CC=C1[N+](=O)[O-] (2-amino-3-nitro-N-methyl-N-tosylaniline). RXN SMILES: [NH2:1][C:2]1[C:18]([N+:19]([O-:21])=[O:20])=[CH:17][CH:16]=[CH:15][C:3]=1[NH:4][S:5]([C:8]1[CH:14]=[CH:13][C:11]([CH3:12])=[CH:10][CH:9]=1)(=[O:7])=[O:6].S([O-])(O[CH3:26])(=O)=O>[OH-].[Na+]>[NH2:1][C:2]1[C:18]([N+:19]([O-:21])=[O:20])=[CH:17][CH:16]=[CH:15][C:3]=1[N:4]([CH3:26])[S:5]([C:8]1[CH:9]=[CH:10][C:11]([CH3:12])=[CH:13][CH:14]=1)(=[O:7])=[O:6] |f:2.3|. Procedure details: 0.093 mol (28.5 g) of 2-amino-3-nitro-N-tosylaniline is dissolved in 112 ml of normal sodium hydroxide solution at 30° C. 0.122 mol (15.45 g) of methyl sulphate is added gradually, in the course of 1 hour 30 minutes, whilst stirring. The temperature remains between 35° and 40° C. Towards the end of the addition of the methyl sulphate, 3 ml of 10N sodium hydroxide solution are gradually added simultaneously in order to keep the pH alkaline. Reactants: BrCc1cccc2ccccc12, OCCCCCCCCO, CN(C)CC(N)CC(=O)OCc1ccccc1, Cl, Cl, OCCCCCCCCOCc1cccc2ccccc12, O=C(O)CCCCCCCOCc1cccc2ccccc12. Yields the product CN(C)CC(CC(=O)OCc1ccccc1)NC(=O)CCCCCCCOCc1cccc2ccccc12. RXN SMILES: [Br:11][CH2:12][c:13]1[c:14]2[c:15]([cH:16][cH:17][cH:18][cH:19]2)[cH:20][cH:21][cH:22]1.[CH2:1]([OH:2])[CH2:3][CH2:4][CH2:5][CH2:6][CH2:7][CH2:8][CH2:9][OH:10].[CH2:68]([c:69]1[cH:70][cH:71][cH:72][cH:73][cH:74]1)[O:75][C:76]([CH2:77][CH:78]([CH2:79][N:80]([CH3:81])[CH3:82])[NH2:83])=[O:84].[ClH:66].[ClH:67].[c:23]1([CH2:33][O:34][CH2:35][CH2:36][CH2:37][CH2:38][CH2:39][CH2:40][CH2:41][CH2:42][OH:43])[cH:24][cH:25][cH:26][c:27]2[cH:28][cH:29][cH:30][cH:31][c:32]12.[c:44]1([CH2:45][O:46][CH2:47][CH2:48][CH2:49][CH2:50][CH2:51][CH2:52][CH2:53][C:54]([OH:55])=[O:56])[c:57]2[c:58]([cH:59][cH:60][cH:61][cH:62]2)[cH:63][cH:64][cH:65]1>>[c:23]1([CH2:33][O:34][CH2:35][CH2:36][CH2:37][CH2:38][CH2:39][CH2:40][CH2:41][C:42](=[O:43])[NH:83][CH:78]([CH2:77][C:76]([O:75][CH2:68][c:69]2[cH:70][cH:71][cH:72][cH:73][cH:74]2)=[O:84])[CH2:79][N:80]([CH3:81])[CH3:82])[cH:24][cH:25][cH:26][c:27]2[cH:28][cH:29][cH:30][cH:31][c:32]12. The reactants are ClCCl, Cc1csc(C2OC(=O)NC2CO)c1, CCOC(C)=O, CCN(CC)C(F)(F)C(F)Cl. Product: Cc1csc(C2OC(=O)NC2CF)c1. RXN SMILES: [CH2:26]([Cl:27])[Cl:28].[CH3:1][c:2]1[cH:3][c:4]([CH:7]2[CH:8]([CH2:13][OH:14])[NH:9][C:10](=[O:12])[O:11]2)[s:5][cH:6]1.[CH3:29][CH2:30][O:31][C:32](=[O:33])[CH3:34].[Cl:15][CH:16]([F:17])[C:19]([F:18])([N:20]([CH2:21][CH3:22])[CH2:23][CH3:24])[F:25]>>[CH3:1][c:2]1[cH:3][c:4]([CH:7]2[CH:8]([CH2:13][F:18])[NH:9][C:10](=[O:12])[O:11]2)[s:5][cH:6]1.